From a dataset of the Open Reaction Database (ORD), a public repository of structured organic reaction records. describe an organic reaction: reactants, conditions, products, and yield Starting materials: COC1=CC=C(C2=C1N=C(S2)N)C2=NN=NN2 (4-methoxy-7-(1H-tetrazol-5-yl)-benzothiazol-2-ylamine), FC1=CC=C(C(=O)Cl)C=C1 (4-fluoro-benzoyl chloride). Run in N1=CC=CC=C1 (pyridine). The product is FC1=CC=C(C(=O)NC=2SC3=C(N2)C(=CC=C3C3=NN=NN3)OC)C=C1 (4-Fluoro-N-[4-methoxy-7-(1H-tetrazol-5-yl)-benzothiazol-2-yl]-benzamide). Reaction SMILES: [CH3:1][O:2][C:3]1[C:8]2[N:9]=[C:10]([NH2:12])[S:11][C:7]=2[C:6]([C:13]2[NH:17][N:16]=[N:15][N:14]=2)=[CH:5][CH:4]=1.[F:18][C:19]1[CH:27]=[CH:26][C:22]([C:23](Cl)=[O:24])=[CH:21][CH:20]=1>N1C=CC=CC=1>[F:18][C:19]1[CH:27]=[CH:26][C:22]([C:23]([NH:12][C:10]2[S:11][C:7]3[C:6]([C:13]4[NH:14][N:15]=[N:16][N:17]=4)=[CH:5][CH:4]=[C:3]([O:2][CH3:1])[C:8]=3[N:9]=2)=[O:24])=[CH:21][CH:20]=1. Procedure details: Using 4-methoxy-7-(1H-tetrazol-5-yl)-benzothiazol-2-ylamine and 4-fluoro-benzoyl chloride in pyridine the title compound was obtained as a tan solid (70% yield), MS: m/e=371.2 (M+H+). Reactants: C(O)([O-])=O.[Na+] (sodium hydrogencarbonate), N1(CCCCC1)CC1=CC(=NC=C1)OC\C=C/CNC(CSCCO)=O (N-[4-(4-piperidinomethyl-2-pyridyloxy) -cis-2-butenyl]-2-(2-hydroxyethylthio)acetamide), C(C)(=O)OC(C)=O (acetic anhydride), ice water. Solvent: N1=CC=CC=C1 (pyridine). Reaction conditions: temperature 60 celsius. The product is N1(CCCCC1)CC1=CC(=NC=C1)OC\C=C/CNC(CSCCOC(C)=O)=O (N-[4-(4-Piperidinomethyl-2-pyridyloxy)-cis-2-butenyl]-2-(2-acetoxyethylthio)acetamide). Yield: 91.0%. As a reaction SMILES: [N:1]1([CH2:7][C:8]2[CH:13]=[CH:12][N:11]=[C:10]([O:14][CH2:15]/[CH:16]=[CH:17]\[CH2:18][NH:19][C:20](=[O:26])[CH2:21][S:22][CH2:23][CH2:24][OH:25])[CH:9]=2)[CH2:6][CH2:5][CH2:4][CH2:3][CH2:2]1.[C:27](OC(=O)C)(=[O:29])[CH3:28].C(=O)([O-])O.[Na+]>N1C=CC=CC=1>[N:1]1([CH2:7][C:8]2[CH:13]=[CH:12][N:11]=[C:10]([O:14][CH2:15]/[CH:16]=[CH:17]\[CH2:18][NH:19][C:20](=[O:26])[CH2:21][S:22][CH2:23][CH2:24][O:25][C:27](=[O:29])[CH3:28])[CH:9]=2)[CH2:6][CH2:5][CH2:4][CH2:3][CH2:2]1 |f:2.3|. Reported procedure: 0.50 g of N-[4-(4-piperidinomethyl-2-pyridyloxy) -cis-2-butenyl]-2-(2-hydroxyethylthio)acetamide (prepared as described in Example 1) was added to a mixture of 0.47 ml of acetic anhydride and 0.39 g of pyridine, and the resulting mixture was heated at 60° C. for 2 hours. At the end of this time, the reaction mixture was poured into ice-water, after which a saturated aqueous solution of sodium hydrogencarbonate was added. The aqueous mixture was then extracted with chloroform. The extract was con... Starting materials: CC(C)(C)[Si](C)(C)C#Cc1ccc(-c2ccccc2)cc1Cl, C1CCOC1. Product: C#Cc1ccc(-c2ccccc2)cc1Cl. As a reaction SMILES: [C:1]([Si:2]([CH3:3])([CH3:4])[C:8]#[C:9][c:10]1[c:11]([Cl:22])[cH:12][c:13](-[c:16]2[cH:17][cH:18][cH:19][cH:20][cH:21]2)[cH:14][cH:15]1)([CH3:5])([CH3:6])[CH3:7].[CH2:23]1[O:24][CH2:25][CH2:26][CH2:27]1>>[CH:8]#[C:9][c:10]1[c:11]([Cl:22])[cH:12][c:13](-[c:16]2[cH:17][cH:18][cH:19][cH:20][cH:21]2)[cH:14][cH:15]1. Reaction SMILES: [NH2:1][CH2:2][CH2:3][CH2:4][CH2:5][CH2:6][CH2:7][CH2:8][CH2:9][CH2:10][CH2:11][CH2:12][CH2:13]O.C(Cl)(Cl)Cl.[IH:19]>>[IH:19].[I:19][CH2:13][CH2:12][CH2:11][CH2:10][CH2:9][CH2:8][CH2:7][CH2:6][CH2:5][CH2:4][CH2:3][CH2:2][NH2:1] |f:3.4|. Reported procedure: An aqueous solution of 100 mg of 12-aminododecanol in 57% hydriodic acid was heated under reflux for one hour. To the reaction solution was added chloroform and the mixture was washed successively with water, a 10% aqueous solution of sodium thiosulfate and a saturated aqueous solution of sodium chloride and then dried over anhydrous magnesium sulfate. The solvent was distilled off and the residue thus obtained was chromatographed over a silica gel column to afford 171 mg of the title compound. The reactants are NCCCCCCCCCCCCO (12-aminododecanol), I (hydriodic acid), C(Cl)(Cl)Cl (chloroform). The product is I.ICCCCCCCCCCCCN (12-Iodododecylamine hydroiodide). Starting materials: c1ccc(CC2CCNCC2)cc1, O=S(=O)(CCCl)c1ccc(O)cc1, ClCCl. Yields the product O=S(=O)(CCN1CCC(Cc2ccccc2)CC1)c1ccc(O)cc1. Reaction SMILES: [CH2:14]([c:15]1[cH:16][cH:17][cH:18][cH:19][cH:20]1)[CH:21]1[CH2:22][CH2:23][NH:24][CH2:25][CH2:26]1.[Cl:1][CH2:2][CH2:3][S:4](=[O:5])(=[O:6])[c:7]1[cH:8][cH:9][c:10]([OH:13])[cH:11][cH:12]1.[Cl:27][CH2:28][Cl:29]>>[CH2:2]([CH2:3][S:4](=[O:5])(=[O:6])[c:7]1[cH:8][cH:9][c:10]([OH:13])[cH:11][cH:12]1)[N:24]1[CH2:23][CH2:22][CH:21]([CH2:14][c:15]2[cH:16][cH:17][cH:18][cH:19][cH:20]2)[CH2:26][CH2:25]1. Starting materials: CC(=O)c1ccc(NC(=O)c2ccc(C=O)cc2)cc1, CC(SC(CO)CO)C(O)(Cn1cncn1)c1ccc(F)cc1F, O, Cc1ccc(S(=O)(=O)O)cc1. RXN SMILES: [C:1]([CH3:2])(=[O:3])[c:4]1[cH:5][cH:6][c:7]([NH:8][C:9]([c:10]2[cH:11][cH:12][c:13]([CH:16]=[O:17])[cH:14][cH:15]2)=[O:18])[cH:19][cH:20]1.[F:21][c:22]1[c:23]([C:29]([CH2:30][n:31]2[n:32][cH:33][n:34][cH:35]2)([CH:36]([CH3:37])[S:38][CH:39]([CH2:40][OH:41])[CH2:42][OH:43])[OH:44])[cH:24][cH:25][c:26]([F:28])[cH:27]1.[OH2:45].[c:46]1([CH3:47])[cH:48][cH:49][c:50]([S:51]([OH:52])(=[O:53])=[O:54])[cH:55][cH:56]1>>[C:1]([CH3:2])(=[O:3])[c:4]1[cH:5][cH:6][c:7]([NH:8][C:9]([c:10]2[cH:11][cH:12][c:13]([CH:16]3[O:17][CH2:42][CH:39]([S:38][CH:36]([C:29]([c:23]4[c:22]([F:21])[cH:27][c:26]([F:28])[cH:25][cH:24]4)([CH2:30][n:31]4[n:32][cH:33][n:34][cH:35]4)[OH:44])[CH3:37])[CH2:40][O:41]3)[cH:14][cH:15]2)=[O:18])[cH:19][cH:20]1. Yields the product CC(=O)c1ccc(NC(=O)c2ccc(C3OCC(SC(C)C(O)(Cn4cncn4)c4ccc(F)cc4F)CO3)cc2)cc1. The reactants are COC(=O)c1sc2c(C3CCCCC3)c(-c3ccccc3OCC(CBr)NC(=O)OCc3ccccc3)[nH]c2c1C, [H-], [Na+], CN(C)C=O. The product is COC(=O)c1sc2c(C3CCCCC3)c3n(c2c1C)CC(NC(=O)OCc1ccccc1)COc1ccccc1-3. As a reaction SMILES: [CH2:1]([c:2]1[cH:3][cH:4][cH:5][cH:6][cH:7]1)[O:8][C:9](=[O:10])[NH:11][CH:12]([CH2:13][O:14][c:15]1[c:16](-[c:21]2[c:22]([CH:34]3[CH2:35][CH2:36][CH2:37][CH2:38][CH2:39]3)[c:23]3[c:24]([nH:25]2)[c:26]([CH3:33])[c:27]([C:29](=[O:30])[O:31][CH3:32])[s:28]3)[cH:17][cH:18][cH:19][cH:20]1)[CH2:40][Br:41].[H-:43].[Na+:42].[O:44]=[CH:45][N:46]([CH3:47])[CH3:48]>>[CH2:1]([c:2]1[cH:3][cH:4][cH:5][cH:6][cH:7]1)[O:8][C:9](=[O:10])[NH:11][CH:12]1[CH2:13][O:14][c:15]2[c:16]([cH:17][cH:18][cH:19][cH:20]2)-[c:21]2[c:22]([CH:34]3[CH2:35][CH2:36][CH2:37][CH2:38][CH2:39]3)[c:23]3[c:24]([n:25]2[CH2:40]1)[c:26]([CH3:33])[c:27]([C:29](=[O:30])[O:31][CH3:32])[s:28]3.